describe an organic reaction: reactants, conditions, products, and yield From a dataset of the Open Reaction Database (ORD), a public repository of structured organic reaction records. Reactants: CC(C)(C)OC(NC1(CCCC1)C=O)=O, CC1=CN=C(C=C1)N, [C-]#[N+]C1CCCCC1. The reagents and catalysts are O=C(O)C(F)(F)F (trifluoroacetic acid). Run in CC(C)O (isopropyl alcohol), CC(C)O (isopropylalcohol). Run at temperature 22 celsius, time 20 hour. The product is Cc1ccc2nc(c(NC3CCCCC3)n2c1)C1(CCCC1)NC(=O)OC(C)(C)C. Isolated yield 57.7%. Reaction SMILES: CC1=CC=C(N)N=C1.[C-]#[N+]C1CCCCC1.CC(C)(C)OC(=O)NC1(CCCC1)C=O>>CC1=CN2C(C=C1)=NC(=C2NC1CCCCC1)C1(CCCC1)NC(=O)OC(C)(C)C. Reactants: C([O-])([O-])=O.[K+].[K+] (Potassium carbonate), 175.C, ClC=1C=C2C(C(=O)OC2=O)=CC1 (4-Chlorophthalic anhydride), C(C1=CC=CC=C1)(=O)[O-].[K+] (potassium benzoate), 175.C, C1=CC2=C(C=C1OC3=CC4=C(C=C3)C(=O)OC4=O)C(=O)OC2=O (4,4'-oxydiphthalic anhydride). Run in CN1C(CCC1)=O (N-methylpyrrolidinone). Reaction conditions: time 2 hour. The product is O(C=1C=C(C(C(=O)O)=CC1)C(=O)O)C=1C=C(C(C(=O)O)=CC1)C(=O)O (4,4'-oxydiphthalic acid). RXN SMILES: ClC1C=C2C(=O)OC(=[O:7])C2=CC=1.C([O-])(=O)C1C=CC=CC=1.[K+].[C:23](=[O:26])([O-:25])[O-].[K+].[K+].[CH:29]1[C:34]([O:35][C:36]2[CH:41]=[CH:40][C:39]3C([O:44][C:45](=[O:46])[C:38]=3[CH:37]=2)=O)=[CH:33][C:32]2[C:47]([O:49][C:50](=[O:51])[C:31]=2[CH:30]=1)=[O:48]>CN1CCCC1=O>[O:35]([C:36]1[CH:37]=[C:38]([C:45]([OH:44])=[O:46])[C:39](=[CH:40][CH:41]=1)[C:23]([OH:25])=[O:26])[C:34]1[CH:33]=[C:32]([C:47]([OH:49])=[O:48])[C:31](=[CH:30][CH:29]=1)[C:50]([OH:51])=[O:7] |f:1.2,3.4.5|. Procedure details: 4-Chlorophthalic anhydride (10 g, 55 mmol), potassium benzoate (1.0 g, 6.2 mmol), and N-methylpyrrolidinone (25 g) were heated to about 175.C. Potassium carbonate (3.87 g, 28 mmol) was added and the suspension was heated to about 175.C. After 2 hours, GC analysis indicated a greater than 97% conversion to 4,4'-oxydiphthalic anhydride. The solvent was removed under reduced pressure and the residue treated with an aqueous 25% sodium hydroxide solution. The solution was acidified with concentrated ... Reactants: CC(C)(C)O (2-methyl-2-propanol), [I-].[Sm+2].[I-] (samarium(II) iodide), S1C2=C(C=C1)C=CC=C2C=O (Benzo[b]thiophene-7-carboxaldehyde), O1CCCC1.[C-]#N.[Li+] (lithium cyanide tetrahydrofuran), C(#N)P(OCC)(OCC)=O (diethyl cyanophosphonate), solution, [I-].[Sm+2].[I-] (samarium(II) iodide). Run in O1CCCC1 (tetrahydrofuran), O1CCCC1 (tetrahydrofuran). Reaction conditions: time 60 hour. Product: S1C2=C(C=C1)C=CC=C2CC#N (Benzo[b]thiophene-7-acetonitrile). RXN SMILES: [S:1]1[CH:5]=[CH:4][C:3]2[CH:6]=[CH:7][CH:8]=[C:9]([CH:10]=O)[C:2]1=2.O1CCCC1.[C-]#N.[Li+].[C:20](P(=O)(OCC)OCC)#[N:21].CC(O)(C)C.[I-].[Sm+2].[I-]>O1CCCC1>[S:1]1[CH:5]=[CH:4][C:3]2[CH:6]=[CH:7][CH:8]=[C:9]([CH2:10][C:20]#[N:21])[C:2]1=2 |f:1.2.3,6.7.8|. Procedure details: Add Benzo[b]thiophene-7-carboxaldehyde (2.34 g, 14.4 mmol) and lithium cyanide tetrahydrofuran complex (LiCN*1.5 Tetrahydrofuran, 204 mg, 1.44 mmol) to tetrahydrofuran (40 mL) under nitrogen. Add dropwise neat diethyl cyanophosphonate (2.8 mL, 18.4 mmol) to the stirring reaction mixture. Stir at room temp under nitrogen for 60 hours. Add 2-methyl-2-propanol (1.4 mL, 14.6 mmol). Add the reaction mixture via cannula to a stirred 0.1 molar solution of samarium(II) iodide in tetrahydrofuran (360 mL,... The reactants are [N+](=O)([O-])C1=CC=C(N)C=C1 (p-nitroaniline), CCOCC (ether), C[O-].[Na+] (Sodium methoxide), C(C1=CC=CC=C1)SC1=CC=CC=C1 (benzylphenylsulfide), C(C)(C)(C)OCl (t-butylhypochlorite). The solvent is C(Cl)Cl (methylene chloride), C(C)#N (acetonitrile), C(Cl)Cl (methylene chloride), CO (methanol). Reaction conditions: temperature -40 celsius, time 4 hour. The product is NC1=C(SC(C2=CC=CC=C2)C2=CC=CC=C2)C=C(C=C1)[N+](=O)[O-] (2-amino-5-nitrodiphenylthiophenoxymethane). Reaction SMILES: [N+:1]([C:4]1[CH:10]=[CH:9][C:7]([NH2:8])=[CH:6][CH:5]=1)([O-:3])=[O:2].[CH2:11]([S:18]C1C=CC=CC=1)[C:12]1[CH:17]=[CH:16][CH:15]=[CH:14][CH:13]=1.[C:25](OCl)([CH3:28])([CH3:27])C.[CH3:31][O-].[Na+].CCO[CH2:37][CH3:38]>CO.C(Cl)Cl.C(#N)C>[NH2:8][C:7]1[CH:9]=[CH:10][C:4]([N+:1]([O-:3])=[O:2])=[CH:5][C:6]=1[S:18][CH:11]([C:12]1[CH:13]=[CH:14][CH:15]=[CH:16][CH:17]=1)[C:27]1[CH:25]=[CH:28][CH:38]=[CH:37][CH:31]=1 |f:3.4|. Procedure details: To a rapidly stirred solution of 3.5 g. (0.025 mole) of p-nitroaniline and 10.0 g (0.050 mole) of benzylphenylsulfide in 300 ml. of dry acetonitrile and 100 ml of methylene chloride under nitrogen at -40° C. was added dropwise 3.5 g. (0.032 mole, 28% excess) t-butylhypochlorite in 25 ml. of methylene chloride at -78° C. in diffuse light. The reaction mixture was stirred for 4 hours at -40° C., then allowed to warm slowly to -20° C. over 3 hours. Sodium methoxide (7.0 g., 0.13 mole) in 50 ml. of ... Starting materials: C(N)(=O)C=1N=C2N(CCOC3=C2C=C(C(=C3)F)C#CC(C)(C)O)C1C(=O)O (2-Carbamoyl-9-fluoro-10-(3-hydroxy-3-methyl-but-1-ynyl)-5,6-dihydroimidazo[1,2-d][1,4]benzoxazepine-3-carboxylic acid), Cl.COCC1(CC1)CN (1-[1-(methoxymethyl)cyclopropyl]methanamine monohydrochloride). Product: FC1=CC2=C(C=3N(CCO2)C(=C(N3)C(=O)N)C(=O)NCC3(CC3)COC)C=C1C#CC(C)(C)O (9-fluoro-10-(3-hydroxy-3-methyl-but-1-ynyl)-N3-[[1-(methoxymethyl)cyclopropyl]methyl]-5,6-dihydroimidazo[1,2-d][1,4]benzoxazepine-2,3-dicarboxamide). Reaction SMILES: [C:1]([C:4]1[N:5]=[C:6]2[C:12]3[CH:13]=[C:14]([C:18]#[C:19][C:20]([OH:23])([CH3:22])[CH3:21])[C:15]([F:17])=[CH:16][C:11]=3[O:10][CH2:9][CH2:8][N:7]2[C:24]=1[C:25](O)=[O:26])(=[O:3])[NH2:2].Cl.[CH3:29][O:30][CH2:31][C:32]1([CH2:35][NH2:36])[CH2:34][CH2:33]1>>[F:17][C:15]1[C:14]([C:18]#[C:19][C:20]([OH:23])([CH3:22])[CH3:21])=[CH:13][C:12]2[C:6]3[N:7]([C:24]([C:25]([NH:36][CH2:35][C:32]4([CH2:31][O:30][CH3:29])[CH2:34][CH2:33]4)=[O:26])=[C:4]([C:1]([NH2:2])=[O:3])[N:5]=3)[CH2:8][CH2:9][O:10][C:11]=2[CH:16]=1 |f:1.2|. Procedure: 2-Carbamoyl-9-fluoro-10-(3-hydroxy-3-methyl-but-1-ynyl)-5,6-dihydroimidazo[1,2-d][1,4]benzoxazepine-3-carboxylic acid (0.05 g) was reacted with 1-[1-(methoxymethyl)cyclopropyl]methanamine monohydrochloride similar to as described in Example 2 to afford 11 mg of 9-fluoro-10-(3-hydroxy-3-methyl-but-1-ynyl)-N3-[[1-(methoxymethyl)cyclopropyl]methyl]-5,6-dihydroimidazo[1,2-d][1,4]benzoxazepine-2,3-dicarboxamide following reverse phase hplc purification. MS (Q1) 471 (M)+. 1H NMR (400 MHz, DMSO) δ 11.3... The reactants are BrC1=CC=CC(=N1)N1CCC(CCC1)NCCCCO (4-[1-(6-bromopyridin-2-yl)azepan-4-ylamino]butan-1-ol), NCCCO (3-amino-1-propanol). Yields the product BrC1=CC=CC(=N1)N1CCC(CCC1)NCCCO (3-[1-(6-bromopyridin-2-yl)azepan-4-ylamino]propan-1-ol). As a reaction SMILES: [Br:1][C:2]1[N:7]=[C:6]([N:8]2[CH2:14][CH2:13][CH2:12][CH:11]([NH:15][CH2:16][CH2:17][CH2:18]CO)[CH2:10][CH2:9]2)[CH:5]=[CH:4][CH:3]=1.NCCC[OH:25]>>[Br:1][C:2]1[N:7]=[C:6]([N:8]2[CH2:14][CH2:13][CH2:12][CH:11]([NH:15][CH2:16][CH2:17][CH2:18][OH:25])[CH2:10][CH2:9]2)[CH:5]=[CH:4][CH:3]=1. Reported procedure: The preparation is carried out analogously to 4-[1-(6-bromopyridin-2-yl)azepan-4-ylamino]butan-1-ol starting from 127 μl (1.69 mmol) of 3-amino-1-propanol 524 mg, yellow oil, Rt.=1.59 min (method B), LCMS: 329 (M+H).